Dataset: the Open Reaction Database (ORD), a public repository of structured organic reaction records. Task: describe an organic reaction: reactants, conditions, products, and yield Starting materials: N1=CC(=CC=C1)CC=1C(NC(=NC1)SC)=O (5-(3-Pyridylmethyl)-2-methylthio-4-pyrimidone), S1C(=NC=C1)CSCCN (2-(2-thiazolylmethylthio)-ethylamine). Yields the product S1C(=NC=C1)CSCCNC1=NC=C(C(N1)=O)CC=1C=NC=CC1 (2-[2-(2-thiazolylmethylthio)-ethylamino]-5-(3-pyridylmethyl)-4-pyrimidone). As a reaction SMILES: [N:1]1[CH:6]=[CH:5][CH:4]=[C:3]([CH2:7][C:8]2[C:9](=[O:16])[NH:10][C:11](SC)=[N:12][CH:13]=2)[CH:2]=1.[S:17]1[CH:21]=[CH:20][N:19]=[C:18]1[CH2:22][S:23][CH2:24][CH2:25][NH2:26]>>[S:17]1[CH:21]=[CH:20][N:19]=[C:18]1[CH2:22][S:23][CH2:24][CH2:25][NH:26][C:11]1[NH:10][C:9](=[O:16])[C:8]([CH2:7][C:3]2[CH:2]=[N:1][CH:6]=[CH:5][CH:4]=2)=[CH:13][N:12]=1. Reported procedure: 5-(3-Pyridylmethyl)-2-methylthio-4-pyrimidone (1.74 g) was reacted with 2-(2-thiazolylmethylthio)-ethylamine (1.30 g) according to the procedure in Example 2. The reaction mixture was triturated in hot water to give 2-[2-(2-thiazolylmethylthio)-ethylamino]-5-(3-pyridylmethyl)-4-pyrimidone and this product was treated with dilute hydrobromic acid to give the title compound, m.p. 229°-233.5° (ex. methanol-water). Starting materials: COC(C(CC=1C(=NC(=NC1)NC1=CC=CC=C1)Cl)C1=CC=C(C=C1)OC)=O (3-(4-chloro-2-phenylamino-pyrimidin-5-yl)-2-(4-methoxy-phenyl)-propionic acid methyl ester), C1(CC1)CN (cyclopropylmethylamine). Run in C(C)(=O)OCC (ethyl acetate). Run at time 24 hour. The product is COC(C(CC=1C(=NC(=NC1)NC1=CC=CC=C1)NCC1CC1)C1=CC=C(C=C1)OC)=O (3-(2-phenylamino-4-cyclopropylmethylamino-pyrimidin-5-yl)-2-(4-methoxy-phenyl)-propionic acid methyl ester). Reaction SMILES: [CH3:1][O:2][C:3](=[O:28])[CH:4]([C:20]1[CH:25]=[CH:24][C:23]([O:26][CH3:27])=[CH:22][CH:21]=1)[CH2:5][C:6]1[C:7](Cl)=[N:8][C:9]([NH:12][C:13]2[CH:18]=[CH:17][CH:16]=[CH:15][CH:14]=2)=[N:10][CH:11]=1.[CH:29]1([CH2:32][NH2:33])[CH2:31][CH2:30]1>C(OCC)(=O)C>[CH3:1][O:2][C:3](=[O:28])[CH:4]([C:20]1[CH:25]=[CH:24][C:23]([O:26][CH3:27])=[CH:22][CH:21]=1)[CH2:5][C:6]1[C:7]([NH:33][CH2:32][CH:29]2[CH2:31][CH2:30]2)=[N:8][C:9]([NH:12][C:13]2[CH:18]=[CH:17][CH:16]=[CH:15][CH:14]=2)=[N:10][CH:11]=1. Procedure details: A mixture of 3-(4-chloro-2-phenylamino-pyrimidin-5-yl)-2-(4-methoxy-phenyl)-propionic acid methyl ester (45 mg, 0.11 mmol) (from Example 12a supra) and cyclopropylmethylamine (1.0 mL) (Lancaster) was stirred at room temperature for 24 hours. The reaction mixture was then diluted with ethyl acetate (50 mL) and successively washed with water (10 mL) and brine (10 mL), dried over anhydrous sodium sulfate, filtered, and concentrated in vacuo to give the crude 3-(2-phenylamino-4-cyclopropylmethylamin... Reactants: C1(=CC=C2C=CC=CC=C12)C=CC=CC(=C(CO)F)C.FO (fluoro alcohol 7-(1-azulenyl)-2-fluoro-3-methyl-2,4,6-heptatrien-1-ol). Reagents/catalysts: [O-2].[O-2].[Mn+4] (manganese dioxide). Solvent: ClCCl (dichloromethane), ClCCl (dichloromethane). Product: desired product, C1(=CC=C2C=CC=CC=C12)C=CC=CC(=C(C=O)F)C (7-(1-azulenyl)-2-fluoro-3-methyl- 2,4,6-heptatrienal). As a reaction SMILES: [C:1]1([CH:11]=[CH:12][CH:13]=[CH:14][C:15]([CH3:20])=[C:16]([F:19])[CH2:17][OH:18])[C:10]2[C:4]([CH:5]=[CH:6][CH:7]=[CH:8][CH:9]=2)=[CH:3][CH:2]=1.FO>ClCCl.[O-2].[O-2].[Mn+4]>[C:1]1([CH:11]=[CH:12][CH:13]=[CH:14][C:15]([CH3:20])=[C:16]([F:19])[CH:17]=[O:18])[C:10]2[C:4]([CH:5]=[CH:6][CH:7]=[CH:8][CH:9]=2)=[CH:3][CH:2]=1 |f:0.1,3.4.5|. Procedure: Alcohol 20 (obtained as described in Example 14) is oxidized with active manganese dioxide (5 g) in dichloromethane until the disappearance of starting material (monitored by thin layer chromatography on silica gel, dichloromethane solvent) affords the desired product, 7-(1-azulenyl)-2-fluoro-3-methyl- 2,4,6-heptatrienal, 21 , as a 2-cis/2-trans mixture as determined by NMR spectroscopy. Reactants: CCN1c2cc(O)ccc2C(C)=CC1(C)C, O=C1OC(=O)c2c(Cl)c(Cl)c(Cl)c(Cl)c21, ClCCCl. Yields the product CCN1c2cc(O)c(C(=O)c3c(Cl)c(Cl)c(Cl)c(Cl)c3C(=O)O)cc2C(C)=CC1(C)C. Reaction SMILES: [CH2:1]([CH3:2])[N:3]1[C:4]([CH3:15])([CH3:16])[CH:5]=[C:6]([CH3:14])[c:7]2[cH:8][cH:9][c:10]([OH:13])[cH:11][c:12]21.[Cl:17][c:18]1[c:19]([Cl:31])[c:20]([Cl:30])[c:21]([Cl:29])[c:22]2[c:23]1[C:24](=[O:25])[O:26][C:27]2=[O:28].[Cl:32][CH2:33][CH2:34][Cl:35]>>[CH2:1]([CH3:2])[N:3]1[C:4]([CH3:15])([CH3:16])[CH:5]=[C:6]([CH3:14])[c:7]2[cH:8][c:9]([C:24]([c:23]3[c:18]([Cl:17])[c:19]([Cl:31])[c:20]([Cl:30])[c:21]([Cl:29])[c:22]3[C:27](=[O:26])[OH:28])=[O:25])[c:10]([OH:13])[cH:11][c:12]21. The reactants are ClCCCCS(=O)(=O)C1=CC=CC=C1 ([(4-chlorobutyl)sulfonyl]benzene), C(C)(C)N (isopropylamine), hydrochloride salt. The solvent is C(Cl)(Cl)Cl (chloroform), CO (methanol). Product: Cl.CC(C)NCCCCS(=O)(=O)C1=CC=CC=C1 (N-(1-Methylethyl)-4-(phenylsulfonyl)-1-butanamine hydrochloride). The yield is 30.0%. RXN SMILES: [Cl:1][CH2:2][CH2:3][CH2:4][CH2:5][S:6]([C:9]1[CH:14]=[CH:13][CH:12]=[CH:11][CH:10]=1)(=[O:8])=[O:7].[CH:15]([NH2:18])([CH3:17])[CH3:16]>C(Cl)(Cl)Cl.CO>[ClH:1].[CH3:16][CH:15]([NH:18][CH2:2][CH2:3][CH2:4][CH2:5][S:6]([C:9]1[CH:14]=[CH:13][CH:12]=[CH:11][CH:10]=1)(=[O:8])=[O:7])[CH3:17] |f:4.5|. Procedure: A solution of 105.95 g (0.456 mole) [(4-chlorobutyl)sulfonyl]benzene was heated overnight at 75° C. on an autoclave in 200 ml of isopropylamine. The reaction mixture was stripped to dryness. The residue obtained was dissolved in chloroform and the chloroform layer was extracted with water. The chloroform layer was dried, filtered, and solvent removed to give a dark brown oil. The oil was dissolved in methanol and converted to the hydrochloride salt. This salt was recrystallized from methanol-die... Reactants: C(C)OC([C@H](CC1=CC=C(C=C1)OCCCBr)OC)=O ((2S)-3-[4-(3-bromo-propoxy)-phenyl]-2-methoxy-propionic acid ethyl ester), FC(C=1C=C(C=CC1)O)(F)F (3-trifluoromethyl-phenol), C1(=CC=C(C=C1)OCCOC1=CC=C(C=C1)C[C@@H](C(=O)O)OC)C1=CC=CC=C1 ((2S)-3-{4-[2-(biphenyl-4-yloxy)-ethoxy]-phenyl}-2-methoxy-propionic acid). Yields the product CO[C@H](C(=O)O)CC1=CC=C(C=C1)OCCCOC1=CC(=CC=C1)C(F)(F)F ((2S)-2-methoxy-3-{4-[3-(3-trifluoromethyl-phenoxy)-propoxy]-phenyl}-propionic acid). As a reaction SMILES: C([O:3][C:4](=[O:20])[C@@H:5]([O:18][CH3:19])[CH2:6][C:7]1[CH:12]=[CH:11][C:10]([O:13][CH2:14][CH2:15][CH2:16]Br)=[CH:9][CH:8]=1)C.[F:21][C:22]([F:31])([F:30])[C:23]1[CH:24]=[C:25]([OH:29])[CH:26]=[CH:27][CH:28]=1.C1(C2C=CC=CC=2)C=CC(OCCOC2C=CC(C[C@H](OC)C(O)=O)=CC=2)=CC=1>>[CH3:19][O:18][C@@H:5]([CH2:6][C:7]1[CH:8]=[CH:9][C:10]([O:13][CH2:14][CH2:15][CH2:16][O:29][C:25]2[CH:26]=[CH:27][CH:28]=[C:23]([C:22]([F:21])([F:30])[F:31])[CH:24]=2)=[CH:11][CH:12]=1)[C:4]([OH:3])=[O:20]. Reported procedure: The title compound was prepared from (2S)-3-[4-(3-bromo-propoxy)-phenyl]-2-methoxy-propionic acid ethyl ester (Example 284, Step 2) and 3-trifluoromethyl-phenol via the same procedure used for the preparation of (2S)-3-{4-[2-(Biphenyl-4-yloxy)-ethoxy]-phenyl}-2-methoxy-propionic acid (Example 283, Step 3) to produce a yellow solid.